This data is from the Open Reaction Database (ORD), a public repository of structured organic reaction records. The task is: describe an organic reaction: reactants, conditions, products, and yield The reactants are C[C@@]12[C@H](CC[C@H]1[C@@H]1CC[C@H]3CCCC[C@]3(C)[C@H]1CC2)N (5α-Androstan-17β-amine), C(C)(=O)O (acetic acid), C(#N)[BH3-].[Na+] (sodium cyanoborohydride), C(C1=CC=CC=C1)=O (benzaldehyde). Run in CO (methanol), CO (methanol), O1CCCC1 (tetrahydrofuran). Conditions: time 48 hour. Product: C(C1=CC=CC=C1)N[C@@H]1[C@]2(C)[C@@H](CC1)[C@@H]1CC[C@H]3CCCC[C@]3(C)[C@H]1CC2 (N-Benzyl-5α-androstan-17β-amine). As a reaction SMILES: [CH3:1][C@:2]12[CH2:19][CH2:18][C@H:17]3[C@@H:7]([CH2:8][CH2:9][C@@H:10]4[C@:15]3([CH3:16])[CH2:14][CH2:13][CH2:12][CH2:11]4)[C@@H:6]1[CH2:5][CH2:4][C@@H:3]2[NH2:20].C(O)(=O)C.C([BH3-])#N.[Na+].[CH:29](=O)[C:30]1[CH:35]=[CH:34][CH:33]=[CH:32][CH:31]=1>CO.O1CCCC1>[CH2:29]([NH:20][C@H:3]1[CH2:4][CH2:5][C@H:6]2[C@H:7]3[C@H:17]([CH2:18][CH2:19][C@:2]12[CH3:1])[C@:15]1([CH3:16])[C@H:10]([CH2:11][CH2:12][CH2:13][CH2:14]1)[CH2:9][CH2:8]3)[C:30]1[CH:35]=[CH:34][CH:33]=[CH:32][CH:31]=1 |f:2.3|. Procedure: 5α-Androstan-17β-amine (10.946 g), glacial acetic acid (2.39 g), sodium cyanoborohydride (0.50 g), benzaldehyde (0.84 g) and tetrahydrofuran (50 ml) were added to methanol (25 ml). The resulting mixture was stirred at room temperature for 48 hours. Excess solvent was removed under reduced pressure. Water was added and made basic (pH 9) with 50% aqueous NaOH. The mixture was extracted with ether (3×). The combined extracts were dried, filtered and concentrated to a solid. The solid was mixed with...